Dataset: the Open Reaction Database (ORD), a public repository of structured organic reaction records. Task: describe an organic reaction: reactants, conditions, products, and yield Starting materials: [Mg+2].[Cl-].[Cl-] (MgCl2), [Cl-].[NH4+] (ammonium chloride), [Fe-4](C#N)(C#N)(C#N)(C#N)(C#N)C#N.[K+].[K+].[K+].[K+] (potassium ferrocyanide). Product: [Fe-4](C#N)(C#N)(C#N)(C#N)(C#N)C#N.[NH4+].[Mg+2] (magnesium-ammonium ferrocyanide). RXN SMILES: [Mg+2:1].[Cl-].[Cl-].[Cl-].[NH4+:5].[Fe-4:6]([C:17]#[N:18])([C:15]#[N:16])([C:13]#[N:14])([C:11]#[N:12])([C:9]#[N:10])[C:7]#[N:8].[K+].[K+].[K+].[K+]>>[Fe-4:6]([C:15]#[N:16])([C:11]#[N:12])([C:7]#[N:8])([C:9]#[N:10])([C:13]#[N:14])[C:17]#[N:18].[NH4+:5].[Mg+2:1] |f:0.1.2,3.4,5.6.7.8.9,10.11.12|. Procedure details: Aqueous solutions which contained stoichiometric proportions of MgCl2, ammonium chloride and potassium ferrocyanide, respectively, were united so as to produce magnesium-ammonium ferrocyanide. The complex salt was dried and 10 g thereof with a particle size of 2 mm was placed in a reactor, in which it was contacted at 320° C. under a pressure of 20 atmospheres gauge with a gas mixture of CO and H2 in a ratio by volume of 1:1. The issuing gas was removed at a constant rate of 20 normal liters/h. ...